This data is from the Open Reaction Database (ORD), a public repository of structured organic reaction records. The task is: describe an organic reaction: reactants, conditions, products, and yield Reactants: C([O-])([O-])=O.[Na+].[Na+] (sodium carbonate), C(C)(=O)N1CCC(CC1)(OC1=C(C=C(C=C1)F)[N+](=O)[O-])C#C (1-acetyl-4-ethynyl-4-(4-fluoro-2-nitrophenoxy)piperidine), CO (methanol), Cl (hydrochloric acid). The reagents and catalysts are [Fe] (iron). The solvent is O (water). Run at time 1 hour. Product: Cl.C(C)(=O)N1CCC(CC1)(C#C)OC1=C(C=C(C=C1)F)N (1-Acetyl4-(2-amino-4-fluorophenoxy)-4-ethynylpiperidine hydrochloride). The yield is 17.7%. RXN SMILES: [C:1]([N:4]1[CH2:9][CH2:8][C:7]([C:21]#[CH:22])([O:10][C:11]2[CH:16]=[CH:15][C:14]([F:17])=[CH:13][C:12]=2[N+:18]([O-])=O)[CH2:6][CH2:5]1)(=[O:3])[CH3:2].CO.[ClH:25].C(=O)([O-])[O-].[Na+].[Na+]>O.[Fe]>[ClH:25].[C:1]([N:4]1[CH2:9][CH2:8][C:7]([O:10][C:11]2[CH:16]=[CH:15][C:14]([F:17])=[CH:13][C:12]=2[NH2:18])([C:21]#[CH:22])[CH2:6][CH2:5]1)(=[O:3])[CH3:2] |f:3.4.5,8.9|. Procedure: To a stirred solution of 3.14 g of 1-acetyl-4-ethynyl-4-(4-fluoro-2-nitrophenoxy)piperidine and 42 ml of methanol was added a solution of 3 ml of concentrated hydrochloric acid in 12 ml water. To the stirred mixture in a water bath was added 6.1 g of iron (powdered electrolytic) The mixture was stirred for 1 hr, poured into ice, made basic by the addition of sodium carbonate solution, extracted twice with methylene chloride and washed with saturated sodium chloride solution. The mixture was drie... Reactants: Cl.Cl.C1C2N(CCN1CCCC(=O)NC1=CC(=C(C(=C1)OC)OC)OC)CCCC2 (4-Octahydro-2H-pyrido[1,2-a]pyrazin-2-yl-N-(3,4,5-trimethoxy-phenyl)butanamide dihydrochloride), solution, B (borane). The solvent is O1CCCC1 (tetra-hydrofuran), O1CCCC1 (tetrahydrofuran). Product: Cl (hydrogen chloride), Cl.Cl.Cl.C1C2N(CCN1CCCCNC1=CC(=C(C(=C1)OC)OC)OC)CCCC2 (N-(4-Octahydro-2H-pyrido[1,2-a]pyrazin-2-ylbutyl)-N-(3,4,5-trimethoxyphenyl)amine trihydrochloride). Reaction SMILES: [ClH:1].Cl.[CH2:3]1[N:8]([CH2:9][CH2:10][CH2:11][C:12]([NH:14][C:15]2[CH:20]=[C:19]([O:21][CH3:22])[C:18]([O:23][CH3:24])=[C:17]([O:25][CH3:26])[CH:16]=2)=O)[CH2:7][CH2:6][N:5]2[CH2:27][CH2:28][CH2:29][CH2:30][CH:4]12.B>O1CCCC1>[ClH:1].[ClH:1].[ClH:1].[ClH:1].[CH2:3]1[N:8]([CH2:9][CH2:10][CH2:11][CH2:12][NH:14][C:15]2[CH:20]=[C:19]([O:21][CH3:22])[C:18]([O:23][CH3:24])=[C:17]([O:25][CH3:26])[CH:16]=2)[CH2:7][CH2:6][N:5]2[CH2:27][CH2:28][CH2:29][CH2:30][CH:4]12 |f:0.1.2,6.7.8.9|. Procedure details: 1.0 g of the compound obtained in Step C of Example 2 is dissolved in 50 ml of tetra-hydrofuran and, under argon, 5 ml of a 1M solution of borane in tetrahydrofuran are added, and the mixture is then refluxed for 6 hours. After hydrolysis with 1 ml of 4N HCl and evaporation to dryness, the residue is dissolved in 5 ml of ethanol and 1 ml of ethereal hydrogen chloride to yield the expected product. Reactants: C(=C)OCCC#N (cyanoethyl vinyl ether), C(C=C)(=O)OCCC#N (cyanoethyl acrylate), N(=NC(C#N)(C)C)C(C#N)(C)C (2,2'-azobisisobutyronitrile). Solvent: CC(=O)C (acetone). Product: C(=C)OCCC#N.C(C=C)(=O)OCCC#N (cyanoethyl vinyl ether cyanoethyl acrylate). Yield: 90.0%. Reaction SMILES: [CH:1]([O:3][CH2:4][CH2:5][C:6]#[N:7])=[CH2:2].[C:8]([O:12][CH2:13][CH2:14][C:15]#[N:16])(=[O:11])[CH:9]=[CH2:10].N(C(C)(C)C#N)=NC(C)(C)C#N>CC(C)=O>[CH:1]([O:3][CH2:4][CH2:5][C:6]#[N:7])=[CH2:2].[C:8]([O:12][CH2:13][CH2:14][C:15]#[N:16])(=[O:11])[CH:9]=[CH2:10] |f:4.5|. Procedure: A nitrogen line was connected to a two-necked flask (100 ml) provided with a cooling tube so that the air in the flask was replaced with nitrogen gas. 0.02 mole of cyanoethyl vinyl ether, which was distilled at least twice, 0.02 mole of cyanoethyl acrylate, 20 ml of acetone and 2,2'-azobisisobutyronitrile in an amount of 2mol% relative to the total amount of the monomers were then placed in the flask, followed by polymerization at 50° C. for 24 hours. The thus-formed copolymer was then reprecipi... Reactants: [N-]=[N+]=NCC1CN(c2ccc(NC3CCN(C(=O)OCc4ccccc4)CC3)c(F)c2)C(=O)O1, C1CCOC1, O, c1ccc(P(c2ccccc2)c2ccccc2)cc1. Yields the product NCC1CN(c2ccc(NC3CCN(C(=O)OCc4ccccc4)CC3)c(F)c2)C(=O)O1. Reaction SMILES: [CH2:1]([c:2]1[cH:3][cH:4][cH:5][cH:6][cH:7]1)[O:8][C:9](=[O:10])[N:11]1[CH2:12][CH2:13][CH:14]([NH:17][c:18]2[c:19]([F:34])[cH:20][c:21]([N:24]3[C:25](=[O:33])[O:26][CH:27]([CH2:29][N:30]=[N+:31]=[N-:32])[CH2:28]3)[cH:22][cH:23]2)[CH2:15][CH2:16]1.[CH2:55]1[O:56][CH2:57][CH2:58][CH2:59]1.[OH2:54].[c:35]1([P:36]([c:37]2[cH:38][cH:39][cH:40][cH:41][cH:42]2)[c:43]2[cH:44][cH:45][cH:46][cH:47][cH:48]2)[cH:49][cH:50][cH:51][cH:52][cH:53]1>>[CH2:1]([c:2]1[cH:3][cH:4][cH:5][cH:6][cH:7]1)[O:8][C:9](=[O:10])[N:11]1[CH2:12][CH2:13][CH:14]([NH:17][c:18]2[c:19]([F:34])[cH:20][c:21]([N:24]3[C:25](=[O:33])[O:26][CH:27]([CH2:29][NH2:30])[CH2:28]3)[cH:22][cH:23]2)[CH2:15][CH2:16]1.